This data is from the Open Reaction Database (ORD), a public repository of structured organic reaction records. The task is: describe an organic reaction: reactants, conditions, products, and yield The reactants are ClC1=CC=C(C=C1)C1=C(C(C2=CC(=CC=C12)OCCN1CCN(CC1)S(=O)(=O)C)=O)C1=CC(=C(C=C1)F)F (3-(4-Chlorophenyl)-2-(3,4-difluorophenyl)-6-(2-(4-(methylsulfonyl)piperazin-1-yl)ethoxy)-1H-inden-1-one), O1CCN(CC1)CCOC1=CC=C2C(=C(C(C2=C1)=O)C=1C=NC=CC1)C1=CC=CC=C1 (6-(2-morpholinoethoxy)-3-phenyl-2-(pyridin-3-yl)-1H-inden-1-one). Product: Cl.ClC1=CC=C(C=C1)C1=C(C(C2=CC(=CC=C12)OCCN1CCN(CC1)S(=O)(=O)C)=O)C1=CC(=C(C=C1)F)F (3-(4-Chlorophenyl)-2-(3,4-difluorophenyl)-6-(2-(4-(methylsulfonyl)piperazin-1-yl)ethoxy)-1H-inden-1-one hydrochloride salt). Reaction SMILES: [Cl:1][C:2]1[CH:7]=[CH:6][C:5]([C:8]2[C:16]3[C:11](=[CH:12][C:13]([O:17][CH2:18][CH2:19][N:20]4[CH2:25][CH2:24][N:23]([S:26]([CH3:29])(=[O:28])=[O:27])[CH2:22][CH2:21]4)=[CH:14][CH:15]=3)[C:10](=[O:30])[C:9]=2[C:31]2[CH:36]=[CH:35][C:34]([F:37])=[C:33]([F:38])[CH:32]=2)=[CH:4][CH:3]=1.O1CCN(CCOC2C=C3C(C(C4C=CC=CC=4)=C(C4C=NC=CC=4)C3=O)=CC=2)CC1>>[ClH:1].[Cl:1][C:2]1[CH:7]=[CH:6][C:5]([C:8]2[C:16]3[C:11](=[CH:12][C:13]([O:17][CH2:18][CH2:19][N:20]4[CH2:25][CH2:24][N:23]([S:26]([CH3:29])(=[O:28])=[O:27])[CH2:22][CH2:21]4)=[CH:14][CH:15]=3)[C:10](=[O:30])[C:9]=2[C:31]2[CH:36]=[CH:35][C:34]([F:37])=[C:33]([F:38])[CH:32]=2)=[CH:4][CH:3]=1 |f:2.3|. Reported procedure: The procedure of Step 8 of Example 1 was repeated except for using 3-(4-chlorophenyl)-2-(3,4-difluorophenyl)-6-(2-(4-(methylsulfonyl)piperazin-1-yl)ethoxy)-1H-inden-1-one obtained in Step 2 as a starting material instead of 6-(2-morpholinoethoxy)-3-phenyl-2-(pyridin-3-yl)-1H-inden-1-one to give the title compound in quantitative yield.